Dataset: the Open Reaction Database (ORD), a public repository of structured organic reaction records. Task: describe an organic reaction: reactants, conditions, products, and yield Starting materials: NC1=CC=C(C=C1)S(=O)(=O)NC1=CC=CC=C1 (4-amino-N-phenylbenzenesulphonamide), Cl.ClC1=NC=NC2=CC(=C(C=C12)OC)OC (4-chloro-6,7-dimethoxyquinazoline hydrochloride). Product: Cl.COC=1C=C2C(=NC=NC2=CC1OC)NC1=CC=C(C=C1)S(NC1=CC=CC=C1)(=O)=O (6,7-dimethoxy-4-[4-(N-phenylsulphamoyl)anilino]quinazoline hydrochloride salt). Yield: 95.0%. RXN SMILES: [NH2:1][C:2]1[CH:7]=[CH:6][C:5]([S:8]([NH:11][C:12]2[CH:17]=[CH:16][CH:15]=[CH:14][CH:13]=2)(=[O:10])=[O:9])=[CH:4][CH:3]=1.Cl.[Cl:19][C:20]1[C:29]2[C:24](=[CH:25][C:26]([O:32][CH3:33])=[C:27]([O:30][CH3:31])[CH:28]=2)[N:23]=[CH:22][N:21]=1>>[ClH:19].[CH3:31][O:30][C:27]1[CH:28]=[C:29]2[C:24](=[CH:25][C:26]=1[O:32][CH3:33])[N:23]=[CH:22][N:21]=[C:20]2[NH:1][C:2]1[CH:7]=[CH:6][C:5]([S:8](=[O:10])(=[O:9])[NH:11][C:12]2[CH:17]=[CH:16][CH:15]=[CH:14][CH:13]=2)=[CH:4][CH:3]=1 |f:1.2,3.4|. Procedure details: Using an analogous procedure to that described in Example 1, 4-amino-N-phenylbenzenesulphonamide was reacted with 4-chloro-6,7-dimethoxyquinazoline hydrochloride to give 6,7-dimethoxy-4-[4-(N-phenylsulphamoyl)anilino]quinazoline hydrochloride salt in 95% yield, The reactants are S(O)(O)(=O)=O (sulfuric acid), OO (Hydrogen peroxide), NC1=NC=C(C=C1)Br (2-amino-5-bromopyridine), BrC(C(=O)OCC)(F)F (ethyl bromodifluoroacetate). The reagents and catalysts are [CH-]1C=CC=C1.[CH-]1C=CC=C1.[Fe+2] (ferrocene). Run in CS(=O)C (DMSO), O (water). Run at time 72 hour. Yields the product BrC=1C=C2C(=NC1)NC(C2(F)F)=O (5-bromo-3,3-difluoro-1H-pyrrolo[2,3-b]pyridin-2(3H)-one). The yield is 48.4%. As a reaction SMILES: OO.[NH2:3][C:4]1[CH:9]=[CH:8][C:7]([Br:10])=[CH:6][N:5]=1.Br[C:12]([F:19])([F:18])[C:13](OCC)=[O:14].S(=O)(=O)(O)O>CS(C)=O.O.[CH-]1C=CC=C1.[CH-]1C=CC=C1.[Fe+2]>[Br:10][C:7]1[CH:8]=[C:9]2[C:12]([F:19])([F:18])[C:13](=[O:14])[NH:3][C:4]2=[N:5][CH:6]=1 |f:6.7.8|. Reported procedure: Hydrogen peroxide (30% aqueous, 2.019 mL, 19.77 mmol) was added dropwise to a stirred mixture of 2-amino-5-bromopyridine (1.71 g, 9.88 mmol), ferrocene (0.184 g, 0.988 mmol), and ethyl bromodifluoroacetate (3.82 mL, 29.7 mmol) in DMSO (50 mL) under an argon atmosphere. The reaction mixture was stirred at room temperature for 23 h. sulfuric acid (1.054 mL, 19.77 mmol) was added, and the reaction mixture was stirred at room temperature for 72 h. The reaction mixture was diluted with water and extr... Starting materials: FC1=C(C#N)C=CC(=C1)[N+](=O)[O-] (2-fluoro-4-nitrobenzonitrile), NN (hydrazine). Run in C(C)(C)O (isopropanol). Conditions: temperature 80 celsius. The product is NC1=NNC2=CC(=CC=C12)[N+](=O)[O-] (3-amino-6-nitroindazole). As a reaction SMILES: F[C:2]1[CH:9]=[C:8]([N+:10]([O-:12])=[O:11])[CH:7]=[CH:6][C:3]=1[C:4]#[N:5].[NH2:13][NH2:14]>C(O)(C)C>[NH2:5][C:4]1[C:3]2[C:2](=[CH:9][C:8]([N+:10]([O-:12])=[O:11])=[CH:7][CH:6]=2)[NH:14][N:13]=1. Procedure details: To a solution of 2-fluoro-4-nitrobenzonitrile (10 mmol) in isopropanol (30 mL) was added aqueous hydrazine (4 mL). The resulting solution was heated at 80° C. for 12 h. The reaction mixture was then concentrated, water (30 mL) was added, and the solution was extracted with ethyl acetate (2×25 mL). The combined organics were washed with water (30 mL) and brine (30 mL) and dried over anhydrous sodium sulfate. The volatiles were removed in vacuo yielding 3-amino-6-nitroindazole as an orange solid, ... Reactants: COc1ccc(COC(=O)c2cc(-c3ccc(F)cc3F)ccc2OC(=O)SCC(NC(C)=O)C(=O)O)cc1, CO, O, O=S(=O)(O)O. The product is COC(=O)C(CSC(=O)Oc1ccc(-c2ccc(F)cc2F)cc1C(=O)OCc1ccc(OC)cc1)NC(C)=O. RXN SMILES: [C:6]([CH3:7])(=[O:8])[NH:9][CH:10]([C:11](=[O:12])[OH:13])[CH2:14][S:15][C:16](=[O:17])[O:18][c:19]1[c:20]([C:33](=[O:34])[O:35][CH2:36][c:37]2[cH:38][cH:39][c:40]([O:43][CH3:44])[cH:41][cH:42]2)[cH:21][c:22](-[c:25]2[c:26]([F:32])[cH:27][c:28]([F:31])[cH:29][cH:30]2)[cH:23][cH:24]1.[CH3:46][OH:47].[OH2:45].[S:1](=[O:2])(=[O:3])([OH:4])[OH:5]>>[C:6]([CH3:7])(=[O:8])[NH:9][CH:10]([C:11](=[O:12])[O:13][CH3:46])[CH2:14][S:15][C:16](=[O:17])[O:18][c:19]1[c:20]([C:33](=[O:34])[O:35][CH2:36][c:37]2[cH:38][cH:39][c:40]([O:43][CH3:44])[cH:41][cH:42]2)[cH:21][c:22](-[c:25]2[c:26]([F:32])[cH:27][c:28]([F:31])[cH:29][cH:30]2)[cH:23][cH:24]1. Starting materials: N1=CC(=CC=C1)NC1(CCN(CC1)C1=C(C=C(C=C1)N1C(O[C@H](C1)CNC(C)=O)=O)F)C#N ((S)—N-{3-[4-(4-(pyridin-3-ylamino)-4-cyanopiperidin-1-yl)-3-fluorophenyl]-2-oxo-oxazolidin-5-ylmethyl}-acetamide), COC=1C=CC(=CC1)P2(=S)SP(=S)(S2)C=3C=CC(=CC3)OC (Lawesson's reagent). Product: N1=CC(=CC=C1)NC1(CCN(CC1)C1=C(C=C(C=C1)N1C(O[C@H](C1)CNC(C)=S)=O)F)C#N ((S)—N-{3-[4-(4-(Pyridin-3-ylamino)-4-cyanopiperidin-1-yl)-3-fluorophenyl]-2-oxo-oxazolidin-5-ylmethyl}-thioacetamide). The yield is 58.0%. Reaction SMILES: [N:1]1[CH:6]=[CH:5][CH:4]=[C:3]([NH:7][C:8]2([C:32]#[N:33])[CH2:13][CH2:12][N:11]([C:14]3[CH:19]=[CH:18][C:17]([N:20]4[CH2:24][C@H:23]([CH2:25][NH:26][C:27](=O)[CH3:28])[O:22][C:21]4=[O:30])=[CH:16][C:15]=3[F:31])[CH2:10][CH2:9]2)[CH:2]=1.COC1C=CC(P2(SP(C3C=CC(OC)=CC=3)(=S)S2)=[S:43])=CC=1>>[N:1]1[CH:6]=[CH:5][CH:4]=[C:3]([NH:7][C:8]2([C:32]#[N:33])[CH2:13][CH2:12][N:11]([C:14]3[CH:19]=[CH:18][C:17]([N:20]4[CH2:24][C@H:23]([CH2:25][NH:26][C:27](=[S:43])[CH3:28])[O:22][C:21]4=[O:30])=[CH:16][C:15]=3[F:31])[CH2:10][CH2:9]2)[CH:2]=1. Procedure: By using procedure as described in Example 82 and by reacting (S)—N-{3-[4-(4-(pyridin-3-ylamino)-4-cyanopiperidin-1-yl)-3-fluorophenyl]-2-oxo-oxazolidin-5-ylmethyl}-acetamide and Lawesson's reagent the compound was obtained in 58% yield. Reactants: ( b ), ClC1=CC=C(C=C1)SCOC1=CC(=CC=C1)C(F)(F)F (1-(4-chlorophenylthio) methoxy-3-trifluoromethyl-benzene), S(=O)(=O)(Cl)Cl (sulfuryl chloride), ( 11 ), ( 12 ), ( 10/34,M ), ( 13 ), ( 11 ), ( 19 ), ( 76 ), ( 100 ). The product is ClCOC1=CC(=CC=C1)C(F)(F)F (1-Chloromethoxy-3-trifluoromethylbenzene). Isolated yield 89.0%. Reaction SMILES: ClC1C=CC(S[CH2:9][O:10][C:11]2[CH:16]=[CH:15][CH:14]=[C:13]([C:17]([F:20])([F:19])[F:18])[CH:12]=2)=CC=1.S(Cl)([Cl:24])(=O)=O>>[Cl:24][CH2:9][O:10][C:11]1[CH:16]=[CH:15][CH:14]=[C:13]([C:17]([F:20])([F:19])[F:18])[CH:12]=1. Procedure details: The title compound was prepared as described in Preparation 3 (b) by reaction of 1-(4-chlorophenylthio) methoxy-3-trifluoromethyl-benzene and sulfuryl chloride; yield 89%, b.p. 88°-90° C./15 mmHg. 1H NMR (CDCl3): δ 5.82 (CH2), 7.26 (Ph). MS [70 eV; m/z (% rel.int.)]: 212/210 (10/34,M); 191 (12), 175 (100), 145 (76), 133 (13), 127 (19), 114 (11), 113 (11). The reactants are O1C2=C(C=C1)C=C1C(=C2)C(C1)C#N (5,6-dihydrocyclobuta[4,5]benzo[1,2-b]furan-6-carbonitrile), [NH4+].[OH-] (NH4OH). Reagents/catalysts: [Ni] (Raney nickel). Run in C(C)O (ethanol). Run at time 3 day. The product is O1C2=C(C=C1)C=C1C(=C2)C(C1)CN ((5,6-Dihydrocyclobuta[4,5]benzo[1,2-b]furan-6-yl-methyl)-amine). RXN SMILES: [O:1]1[CH:5]=[CH:4][C:3]2[CH:6]=[C:7]3[CH2:11][CH:10]([C:12]#[N:13])[C:8]3=[CH:9][C:2]1=2.[NH4+].[OH-]>C(O)C.[Ni]>[O:1]1[CH:5]=[CH:4][C:3]2[CH:6]=[C:7]3[CH2:11][CH:10]([CH2:12][NH2:13])[C:8]3=[CH:9][C:2]1=2 |f:1.2|. Reported procedure: 7 g (41.3 mmoles) of 5,6-dihydrocyclobuta[4,5]benzo[1,2-b]furan-6-carbonitrile are dissolved in 490 mL of ethanol. 70 mL of 28% NH4OH solution and 1 g of Raney nickel are added. Hydrogenation is carried out under a pressure of 5 bar, at 25° C., for 3 days. Filtration over Celite and evaporation of the filtrate to dryness are carried out. The expected product is obtained in the form of a yellow oil. The reactants are COC=1C=C(CC2NCCC3=C(C(=C(C=C23)OC)OC)OC)C=CC1OC (1-(3,4-Dimethoxy-benzyl)-5,6,7-trimethoxy-1,2,3,4-tetrahydroisoquinoline), BrCC(=O)Br (2-bromoacetyl bromide), C1(CCCC2=CC=CC=C12)N (1,2,3,4-tetrahydro-1-naphthylamine). The product is COC=1C=C(CC2N(CCC3=C(C(=C(C=C23)OC)OC)OC)CC(=O)NC2CCCC3=CC=CC=C23)C=CC1OC (2-[1-(3,4-Dimethoxy-benzyl)-5,6,7-trimethoxy-3,4-dihydro-1H-isoquinolin-2-yl]-N-(1,2,3,4-tetrahydro-naphthalen-1-yl)-acetamide). RXN SMILES: [CH3:1][O:2][C:3]1[CH:4]=[C:5]([CH:23]=[CH:24][C:25]=1[O:26][CH3:27])[CH2:6][CH:7]1[C:16]2[C:11](=[C:12]([O:21][CH3:22])[C:13]([O:19][CH3:20])=[C:14]([O:17][CH3:18])[CH:15]=2)[CH2:10][CH2:9][NH:8]1.Br[CH2:29][C:30](Br)=[O:31].[CH:33]1([NH2:43])[C:42]2[C:37](=[CH:38][CH:39]=[CH:40][CH:41]=2)[CH2:36][CH2:35][CH2:34]1>>[CH3:1][O:2][C:3]1[CH:4]=[C:5]([CH:23]=[CH:24][C:25]=1[O:26][CH3:27])[CH2:6][CH:7]1[C:16]2[C:11](=[C:12]([O:21][CH3:22])[C:13]([O:19][CH3:20])=[C:14]([O:17][CH3:18])[CH:15]=2)[CH2:10][CH2:9][N:8]1[CH2:29][C:30]([NH:43][CH:33]1[C:42]2[C:37](=[CH:38][CH:39]=[CH:40][CH:41]=2)[CH2:36][CH2:35][CH2:34]1)=[O:31]. Procedure details: prepared by reaction of 1-(3,4-Dimethoxy-benzyl)-5,6,7-trimethoxy-1,2,3,4-tetrahydroisoquinoline and 2-bromoacetyl bromide with 1,2,3,4-tetrahydro-1-naphthylamine